Dataset: the Open Reaction Database (ORD), a public repository of structured organic reaction records. Task: describe an organic reaction: reactants, conditions, products, and yield Starting materials: O1C(=CC=C1)C=C1C=2C=CC=CC2C=2NC(C=3N(C21)C=CN3)=O (10-(2-furylmethylene)-5H,10H-imidazo[1,2-a]indeno[1,2-e]pyrazin-4-one), N1=CC(=CC=C1)C=O (3-pyridinecarboxaldehyde), C1=CN=C2N1C1=C(NC2=O)C=2C=CC=CC2C1 (5H,10H-imidazo[1,2-a]indeno[1,2-e]pyrazin-4-one), [H-].[Na+] (sodium hydride). Run in CS(=O)C (dimethyl sulphoxide). Product: N1=CC(=CC=C1)C=C1C=2C=CC=CC2C=2NC(C=3N(C21)C=CN3)=O (10-(3-pyridylmethylene)-5H,10H-imidazo[1,2-a]indeno-[1,2-e]pyrazin-4-one). Reaction SMILES: O1[CH:5]=[CH:4][CH:3]=[C:2]1[CH:6]=[C:7]1[C:19]2[N:18]3[CH:20]=[CH:21][N:22]=[C:17]3[C:16](=[O:23])[NH:15][C:14]=2[C:13]2[CH:12]=[CH:11][CH:10]=[CH:9][C:8]1=2.C1N2C3CC4C=CC=CC=4C=3NC(=O)C2=[N:26][CH:25]=1.[H-].[Na+].N1C=CC=C(C=O)C=1>CS(C)=O>[N:26]1[CH:5]=[CH:4][CH:3]=[C:2]([CH:6]=[C:7]2[C:19]3[N:18]4[CH:20]=[CH:21][N:22]=[C:17]4[C:16](=[O:23])[NH:15][C:14]=3[C:13]3[CH:12]=[CH:11][CH:10]=[CH:9][C:8]2=3)[CH:25]=1 |f:2.3|. Reported procedure: The procedure is performed as in Example 17 for the preparation of 10-(2-furylmethylene)-5H,10H-imidazo[1,2-a]indeno[1,2-e]pyrazin-4-one, but starting with 3 g of 5H,10H-imidazo[1,2-a]indeno[1,2-e]pyrazin-4-one, 60 ml of dimethyl sulphoxide, 0.96 g of sodium hydride and 1.6 g of 3-pyridinecarboxaldehyde. 1.38 g of 10-(3-pyridylmethylene)-5H,10H-imidazo[1,2-a]indeno-[1,2-e]pyrazin-4-one are obtained, in the form of a yellow-orange solid melting above 260° C. (Analysis % calculated C: 73.07, H: 3.... Reactants: C(C1=CC=CC=C1)OC(C1=CC=C(C=C1)C(C(=O)N)C(C)C1=C(C=CC=C1)N1CCCCC1)=O (4-[(1-(2-piperidino-phenyl)-ethyl)-aminocarbonylmethyl]-benzoic acid benzyl ester), [H][H] (hydrogen). The reagents and catalysts are [Pd] (palladium/charcoal). Solvent: C(C)O (ethanol). The product is N1(CCCCC1)C1=C(C=CC=C1)C(C)C(C1=CC=C(C(=O)O)C=C1)C(=O)N (4-[(1-(2-Piperidino-phenyl)-1-ethyl)-aminocarbonylmethyl]-benzoic acid). RXN SMILES: C([O:8][C:9](=[O:34])[C:10]1[CH:15]=[CH:14][C:13]([CH:16]([CH:20]([C:22]2[CH:27]=[CH:26][CH:25]=[CH:24][C:23]=2[N:28]2[CH2:33][CH2:32][CH2:31][CH2:30][CH2:29]2)[CH3:21])[C:17]([NH2:19])=[O:18])=[CH:12][CH:11]=1)C1C=CC=CC=1.[H][H]>C(O)C.[Pd]>[N:28]1([C:23]2[CH:24]=[CH:25][CH:26]=[CH:27][C:22]=2[CH:20]([CH:16]([C:17]([NH2:19])=[O:18])[C:13]2[CH:12]=[CH:11][C:10]([C:9]([OH:34])=[O:8])=[CH:15][CH:14]=2)[CH3:21])[CH2:29][CH2:30][CH2:31][CH2:32][CH2:33]1. Procedure details: A quantity of 0.46 gm (1 mmol) of 4-[(1-(2-piperidino-phenyl)-ethyl)-aminocarbonylmethyl]-benzoic acid benzyl ester in 20 ml of ethanol was hydrogenated at 0.25 gm of palladium/charcoal at 50° C. and a hydrogen pressure of 5 bar. After five hours the catalyst was filtered off over celite, and the filtrate was evaporated in vacuo. The evaporation residue was recrystallized from ethanol/water (8:2). Starting materials: ClC1=NC=NC2=CC=CC(=C12)Cl (4,5-dichloroquinazoline), NC1=CC=CC=C1 (aniline). The solvent is C(C)O (ethanol). The product is Cl.N(C1=CC=CC=C1)C1=NC=NC2=CC=CC(=C12)Cl (4-Anilino-5-chloroquinazoline hydrochloride). Yield: 41.0%. RXN SMILES: [Cl:1][C:2]1[C:11]2[C:6](=[CH:7][CH:8]=[CH:9][C:10]=2[Cl:12])[N:5]=[CH:4][N:3]=1.[NH2:13][C:14]1[CH:19]=[CH:18][CH:17]=[CH:16][CH:15]=1>C(O)C>[ClH:1].[NH:13]([C:2]1[C:11]2[C:6](=[CH:7][CH:8]=[CH:9][C:10]=2[Cl:12])[N:5]=[CH:4][N:3]=1)[C:14]1[CH:19]=[CH:18][CH:17]=[CH:16][CH:15]=1 |f:3.4|. Procedure: A solution of 3.0 g of 4,5-dichloroquinazoline and 1.4 g of aniline in 20 ml of ethanol was heated, whereupon a violet reaction occurred and the reaction mixture solidified. After cooling, the solidified product was collected and recrystallized from ethanol to give 1.8 g (yield 46%) of the desired Compound No. 2 in the form of a pale yellow powder melting at 263°-267° C. (with decomposition).